This data is from the Open Reaction Database (ORD), a public repository of structured organic reaction records. The task is: describe an organic reaction: reactants, conditions, products, and yield Starting materials: BrCC1CCOCC1 (4-(bromomethyl)tetrahydro-2H-pyran), CC1=NOC2=C1C=C1C(=C2)OCC12C(NC1=CC=CC=C21)=O (3-methylspiro[furo[3,2-f][1,2]benzisoxazole-5,3′-indol]-2′(1′H)-one), BrCC=1OC(=CC1)C(F)(F)F (2-(bromomethyl)-5-(trifluoromethyl)furan), FC=1C(=CC2=C(C1)C1(C(NC3=CC=CC=C13)=O)CO2)F (5,6-difluorospiro[1-benzofuran-3,3′-indol]-2′(1′H)-one). Product: FC=1C(=CC2=C(C1)C1(C(N(C3=CC=CC=C13)CC1CCOCC1)=O)CO2)F (5,6-difluoro-1′-(tetrahydro-2H-pyran-4-ylmethyl)spiro[1-benzofuran-3,3′-indol]-2′(1′H)-one). Reaction SMILES: Br[CH2:2][CH:3]1[CH2:8][CH2:7][O:6][CH2:5][CH2:4]1.BrCC1OC(C(F)(F)F)=CC=1.[F:20][C:21]1[C:22]([F:39])=[CH:23][C:24]2[O:38][CH2:37][C:27]3([C:35]4[C:30](=[CH:31][CH:32]=[CH:33][CH:34]=4)[NH:29][C:28]3=[O:36])[C:25]=2[CH:26]=1.CC1C2C=C3C4(C5C(=CC=CC=5)NC4=O)COC3=CC=2ON=1>>[F:20][C:21]1[C:22]([F:39])=[CH:23][C:24]2[O:38][CH2:37][C:27]3([C:35]4[C:30](=[CH:31][CH:32]=[CH:33][CH:34]=4)[N:29]([CH2:2][CH:3]4[CH2:8][CH2:7][O:6][CH2:5][CH2:4]4)[C:28]3=[O:36])[C:25]=2[CH:26]=1. Procedure: Following the procedure as described in EXAMPLE 9 and making non-critical variations using 4-(bromomethyl)tetrahydro-2H-pyran to replace 2-(bromomethyl)-5-(trifluoromethyl)furan, and 5,6-difluorospiro[1-benzofuran-3,3′-indol]-2′(1′H)-one to replace 3-methylspiro[furo[3,2-f][1,2]benzisoxazole-5,3′-indol]-2′(1′H)-one, 5,6-difluoro-1′-(tetrahydro-2H-pyran-4-ylmethyl)spiro[1-benzofuran-3,3′-indol]-2′(1′H)-one was obtained (32%) as a pale yellow oil: 1H NMR (300 MHz, CDCl3) δ 7.34 (ddd, J=9.1, 7.7, 1... Starting materials: O1C(=NN=C1)C(C)(C)NC(OCC1=CC=CC=C1)=O (benzyl 2-(1,3,4-oxadiazol-2-yl)propan-2-ylcarbamate), [H][H] (hydrogen), OPPh3, C1=CC=C(C=C1)P(C2=CC=CC=C2)C3=CC=CC=C3 (PPh3). The reagents and catalysts are [Pd] (Pd/C). Solvent: C(C)O (ethanol). Reaction conditions: time 8 hour. The product is CC(C)(C=1OC=NN1)N (1-Methyl-1-[1,3,4]oxadiazol-2-yl-ethylamine). As a reaction SMILES: [O:1]1[CH:5]=[N:4][N:3]=[C:2]1[C:6]([NH:9]C(=O)OCC1C=CC=CC=1)([CH3:8])[CH3:7].[H][H].C1C=CC(P(C2C=CC=CC=2)C2C=CC=CC=2)=CC=1>C(O)C.[Pd]>[CH3:7][C:6]([NH2:9])([C:2]1[O:1][CH:5]=[N:4][N:3]=1)[CH3:8]. Reported procedure: A solution of benzyl 2-(1,3,4-oxadiazol-2-yl)propan-2-ylcarbamate (1 g, 30% purity) and 10% Pd/C (0.06 g) in ethanol (30 mL) was charged with hydrogen balloon and stirred at room temperature overnight. After filtration, it was concentrated to give crude product which was directly used in the next reaction step without further purification but still contained OPPh3 and PPh3; MS: m/e 128.1 [M+H]+. The reactants are CCCc1c(OCCCOc2c(C(C)=O)ccc(OCC(=O)OCC)c2CCC)ccc(C(C)=O)c1O, CCO, [Na+], [OH-], O. Product: CCCc1c(OCCCOc2c(C(C)=O)ccc(OCC(=O)O)c2CCC)ccc(C(C)=O)c1O. Reaction SMILES: [CH2:1]([CH3:2])[O:3][C:4]([CH2:5][O:6][c:7]1[c:8]([CH2:34][CH2:35][CH3:36])[c:9]([O:16][CH2:17][CH2:18][CH2:19][O:20][c:21]2[c:22]([CH2:31][CH2:32][CH3:33])[c:23]([OH:30])[c:24]([C:27]([CH3:28])=[O:29])[cH:25][cH:26]2)[c:10]([C:13]([CH3:14])=[O:15])[cH:11][cH:12]1)=[O:37].[CH3:39][CH2:40][OH:41].[Na+:43].[OH-:42].[OH2:38]>>[O:3]=[C:4]([CH2:5][O:6][c:7]1[c:8]([CH2:34][CH2:35][CH3:36])[c:9]([O:16][CH2:17][CH2:18][CH2:19][O:20][c:21]2[c:22]([CH2:31][CH2:32][CH3:33])[c:23]([OH:30])[c:24]([C:27]([CH3:28])=[O:29])[cH:25][cH:26]2)[c:10]([C:13]([CH3:14])=[O:15])[cH:11][cH:12]1)[OH:37]. The reactants are C1=CC=CC=C1 (benzene), CS(=O)(=O)Cl (methane sulfonyl chloride), C(C)C1OC(CN1)C (2-ethyl-5-methyl oxazolidine), C1=CC=CC=C1 (benzene). Solvent: C(C)N(CC)CC (triethylamine). Product: C(C)C1OC(CN1S(=O)(=O)C)C (2-ethyl-3-methylsulfonyl-5-methyl oxazolidine). RXN SMILES: C1C=CC=CC=1.[CH2:7]([CH:9]1[NH:13][CH2:12][CH:11]([CH3:14])[O:10]1)[CH3:8].[CH3:15][S:16](Cl)(=[O:18])=[O:17]>C(N(CC)CC)C>[CH2:7]([CH:9]1[N:13]([S:16]([CH3:15])(=[O:18])=[O:17])[CH2:12][CH:11]([CH3:14])[O:10]1)[CH3:8]. Procedure: A solution was formed containing 25 ml. of benzene and 6 g. of 2-ethyl-5-methyl oxazolidine suspended in 24 ml. of benzene. Then, 5.5 g. of triethylamine was added. The solution was cooled in an ice bath, wherein 5.8 g. of methane sulfonyl chloride was added dropwise with stirring to yield 6.4 g. of product, nD30 = 1.4778. Starting materials: ClC(=O)OC1=CC=C(C=C1)[N+](=O)[O-] (4-nitrophenyl chloroformate), ice, NC=1SC2=C(N1)C=CC=C2 (2-aminobenzothiazole), NN (hydrazine). Solvent: C(Cl)(Cl)Cl (chloroform), N1=CC=CC=C1 (pyridine). Run at temperature 0 celsius, time 45 minute. Yields the product S1C(=NC2=C1C=CC=C2)NC(NN)=O (4-(Benzothiazol-2-yl)semicarbazide). RXN SMILES: Cl[C:2](OC1C=CC([N+]([O-])=O)=CC=1)=[O:3].[NH2:14][C:15]1[S:16][C:17]2[CH:23]=[CH:22][CH:21]=[CH:20][C:18]=2[N:19]=1.[NH2:24][NH2:25]>C(Cl)(Cl)Cl.N1C=CC=CC=1>[S:16]1[C:17]2[CH:23]=[CH:22][CH:21]=[CH:20][C:18]=2[N:19]=[C:15]1[NH:14][C:2](=[O:3])[NH:24][NH2:25]. Procedure details: A solution of 4-nitrophenyl chloroformate, 5.04 g (25 mMole) in 25 ml of dry chloroform was added dropwise to a to a ice cooled, stirred solution of 2-aminobenzothiazole, 3.75 gm (25 mMole) in 50 ml of dry pyridine. The mixture was stirred at 0° C. for 45 minutes longer. Anhydrous hydrazine, 1.6 ml (250 mMole), was added rapidly to the stirred reaction mixture and the ice bath was removed. Stirring was continued for 3 hours at 22° C. Insolubles were filtered, rinsed with cold methanol and dissol... Starting materials: N([C@@H](CC1=CN(C=N1)S(=O)(=O)C1=CC=C(C)C=C1)C(=O)O)C(=O)OC(C)(C)C.COC([C@@H](N)CC1CCCCC1)=O (Boc-His(Ts) 3-cyclohexylalanine methyl ester), solution, [BH4-].[Li+] (lithium borohydride). The solvent is C1CCOC1 (THF), C(C)O (ethanol), C1CCOC1 (THF). Yields the product N([C@@H](CC1=CN(C=N1)S(=O)(=O)C1=CC=C(C)C=C1)C(=O)O)C(=O)OC(C)(C)C.C1(CCCCC1)C[C@H](N)CO (Boc-His(Ts) 3-cyclohexyl-alaninol). Yield: 69.9%. As a reaction SMILES: [NH:1]([C:22]([O:24][C:25]([CH3:28])([CH3:27])[CH3:26])=[O:23])[C@H:2]([C:19]([OH:21])=[O:20])[CH2:3][C:4]1[N:8]=[CH:7][N:6]([S:9]([C:12]2[CH:18]=[CH:17][C:15]([CH3:16])=[CH:14][CH:13]=2)(=[O:11])=[O:10])[CH:5]=1.C[O:30][C:31](=O)[C@H:32]([CH2:34][CH:35]1[CH2:40][CH2:39][CH2:38][CH2:37][CH2:36]1)[NH2:33].[BH4-].[Li+]>C1COCC1.C(O)C>[NH:1]([C:22]([O:24][C:25]([CH3:28])([CH3:27])[CH3:26])=[O:23])[C@H:2]([C:19]([OH:21])=[O:20])[CH2:3][C:4]1[N:8]=[CH:7][N:6]([S:9]([C:12]2[CH:13]=[CH:14][C:15]([CH3:16])=[CH:17][CH:18]=2)(=[O:11])=[O:10])[CH:5]=1.[CH:35]1([CH2:34][C@@H:32]([CH2:31][OH:30])[NH2:33])[CH2:40][CH2:39][CH2:38][CH2:37][CH2:36]1 |f:0.1,2.3,6.7|. Reported procedure: The extract is dried over MgSO4 and evaporated to dryness in vacuo to quantitatively obtain 3-cyclohexylalanine methyl ester [16a] as an oil. The product is then, without further purification, dissolved in dichloromethane (50 ml) To the solution are added Boc-His(Ts) DCHA [8a] (10.7 g, 18.11 mmol, 1.3 eq) and diethyl cyanophosphonate (2.95 g, 18.1 mmol, 1.3 eq), and the mixture is stirred for 1.5 hours at room temperature. The reaction mixture is subjected to silica gel chromatography (SiO2 :300... Reactants: CC(=O)CCCBr, ClC(Cl)Cl, [Na+], [Na+], O=C([O-])[O-], c1ccc2c(c1)COc1ccccc1C2=C1CCNCC1. The product is CC(=O)CCCN1CCC(=C2c3ccccc3COc3ccccc32)CC1. Reaction SMILES: [Br:1][CH2:2][CH2:3][CH2:4][C:5]([CH3:6])=[O:7].[CH:35]([Cl:36])([Cl:37])[Cl:38].[Na+:29].[Na+:30].[O-:31][C:32](=[O:33])[O-:34].[cH:8]1[cH:9][cH:10][cH:11][c:12]2[c:18]1[C:17](=[C:19]1[CH2:20][CH2:21][NH:22][CH2:23][CH2:24]1)[c:16]1[c:15]([cH:28][cH:27][cH:26][cH:25]1)[CH2:14][O:13]2>>[CH2:2]([CH2:3][CH2:4][C:5]([CH3:6])=[O:7])[N:22]1[CH2:21][CH2:20][C:19](=[C:17]2[c:16]3[c:15]([cH:28][cH:27][cH:26][cH:25]3)[CH2:14][O:13][c:12]3[cH:11][cH:10][cH:9][cH:8][c:18]32)[CH2:24][CH2:23]1. Reactants: ClC=1C(=NC(=NC1)NC1=C(C=C(C(=C1)C)C1CCNCC1)F)NC1=NNC(=C1)C (5-chloro-N2-(2-fluoro-5-methyl-4-(piperidin-4-yl)phenyl)-N4-(5-methyl-1H-pyrazol-3-yl)pyrimidine-2,4-diamine), FC(C1OC1)(F)F (2-(trifluoromethyl)oxirane). Run in CN(C)C=O (DMF). Conditions: time 8 hour. Yields the product ClC=1C(=NC(=NC1)NC1=CC(=C(C=C1F)C1CCN(CC1)CC(C(F)(F)F)O)C)NC1=NNC(=C1)C (3-(4-(4-(5-chloro-4-(5-methyl-1H-pyrazol-3-ylamino)pyrimidin-2-ylamino)-5-fluoro-2-methylphenyl)piperidin-1-yl)-1,1,1-trifluoropropan-2-ol). RXN SMILES: [Cl:1][C:2]1[C:3]([NH:23][C:24]2[CH:28]=[C:27]([CH3:29])[NH:26][N:25]=2)=[N:4][C:5]([NH:8][C:9]2[CH:14]=[C:13]([CH3:15])[C:12]([CH:16]3[CH2:21][CH2:20][NH:19][CH2:18][CH2:17]3)=[CH:11][C:10]=2[F:22])=[N:6][CH:7]=1.[F:30][C:31]([F:36])([F:35])[CH:32]1[CH2:34][O:33]1>CN(C=O)C>[Cl:1][C:2]1[C:3]([NH:23][C:24]2[CH:28]=[C:27]([CH3:29])[NH:26][N:25]=2)=[N:4][C:5]([NH:8][C:9]2[C:10]([F:22])=[CH:11][C:12]([CH:16]3[CH2:17][CH2:18][N:19]([CH2:34][CH:32]([OH:33])[C:31]([F:36])([F:35])[F:30])[CH2:20][CH2:21]3)=[C:13]([CH3:15])[CH:14]=2)=[N:6][CH:7]=1. Reported procedure: The mixture of 5-chloro-N2-(2-fluoro-5-methyl-4-(piperidin-4-yl)phenyl)-N4-(5-methyl-1H-pyrazol-3-yl)pyrimidine-2,4-diamine (50.0 mg, 0.12 mmol) and 2-(trifluoromethyl)oxirane (67.8 mg, 0.60 mmol) in 2 mL of DMF was stirred overnight. The reaction mixture was purified by preparative RP-HPLC to afford 3-(4-(4-(5-chloro-4-(5-methyl-1H-pyrazol-3-ylamino)pyrimidin-2-ylamino)-5-fluoro-2-methylphenyl)piperidin-1-yl)-1,1,1-trifluoropropan-2-ol. ESMS m/z 528.2 (M+H+).